Dataset: the Open Reaction Database (ORD), a public repository of structured organic reaction records. Task: describe an organic reaction: reactants, conditions, products, and yield The solvent is COCCOC (DME), C(C)(=O)OCC (ethyl acetate), CO (methanol). The product is ClC=1C(=NC(=CC1)NCC1CCOCC1)C1=CC(=NC=C1)F (3-chloro-2′-fluoro-N-((tetrahydro-2H-pyran-4-yl)methyl)-2,4′-bipyridin-6-amine). Reaction SMILES: Br[C:2]1[N:7]=[C:6]([NH:8][CH2:9][CH:10]2[CH2:15][CH2:14][O:13][CH2:12][CH2:11]2)[CH:5]=[CH:4][C:3]=1[Cl:16].[F:17][C:18]1[CH:23]=[C:22](B(O)O)[CH:21]=[CH:20][N:19]=1.C(Cl)Cl.C(=O)([O-])[O-].[Na+].[Na+]>C(OCC)(=O)C.CO.C1C=CC(P(C2C=CC=CC=2)[C-]2C=CC=C2)=CC=1.C1C=CC(P(C2C=CC=CC=2)[C-]2C=CC=C2)=CC=1.Cl[Pd]Cl.[Fe+2].COCCOC>[Cl:16][C:3]1[C:2]([C:22]2[CH:21]=[CH:20][N:19]=[C:18]([F:17])[CH:23]=2)=[N:7][C:6]([NH:8][CH2:9][CH:10]2[CH2:15][CH2:14][O:13][CH2:12][CH2:11]2)=[CH:5][CH:4]=1 |f:3.4.5,8.9.10.11|. Isolated yield 77.8%. Procedure: A mixture of 6-bromo-5-chloro-N-((tetrahydro-2H-pyran-4-yl)methyl)pyridin-2-amine (intermediate E) (630 mg, 2.062 mmol), 2-fluoropyridin-4-ylboronic acid (639 mg, 4.54 mmol), PdCl2(dppf).CH2Cl2 adduct (168 mg, 0.206 mmol), DME (9 ml) and 2M sodium carbonate (3.09 ml, 6.18 mmol) was stirred at 105° C. for 2 hours, and the reaction progress was followed by LCMS. The reaction mixture was let cool to room temperature, diluted with 30 ml of ethyl acetate, 10 ml of methanol, filtered and concentrated.... The reactants are C(Cl)Cl (CH2Cl2), C([O-])([O-])=O.[Na+].[Na+] (sodium carbonate), BrC1=C(C=CC(=N1)NCC1CCOCC1)Cl (6-bromo-5-chloro-N-((tetrahydro-2H-pyran-4-yl)methyl)pyridin-2-amine), BrC1=C(C=CC(=N1)NCC1CCOCC1)Cl (6-bromo-5-chloro-N-((tetrahydro-2H-pyran-4-yl)methyl)pyridin-2-amine), FC1=NC=CC(=C1)B(O)O (2-fluoropyridin-4-ylboronic acid). The reagents and catalysts are C1=CC=C(C=C1)P([C-]2C=CC=C2)C3=CC=CC=C3.C1=CC=C(C=C1)P([C-]2C=CC=C2)C3=CC=CC=C3.Cl[Pd]Cl.[Fe+2] (PdCl2(dppf)).